This data is from the Open Reaction Database (ORD), a public repository of structured organic reaction records. The task is: describe an organic reaction: reactants, conditions, products, and yield Starting materials: O (Water), BrCCC1=C(C=C[N+](=O)[O-])C=CC=C1 (2-(2'-bromoethyl)-β-nitrostyrene), O (water), ferric chloride, C(C)(=O)Cl (acetyl chloride). Solvent: ClCCl (dichloromethane), ClCCl (dichloromethane), ClCCl (dichloromethane). Reaction conditions: temperature 20 celsius, time 15 minute. The product is BrCCC1=C2C(C(NC2=CC=C1)=O)Cl (4-(2'-bromoethvl)-3-chloro-1,3-dihydro-2H-indol-2-one). As a reaction SMILES: C([Cl:4])(=O)C.[Br:5][CH2:6][CH2:7][C:8]1[CH:18]=[CH:17][CH:16]=[CH:15][C:9]=1[CH:10]=[CH:11][N+:12]([O-])=O.[OH2:19]>ClCCl>[Br:5][CH2:6][CH2:7][C:8]1[CH:18]=[CH:17][CH:16]=[C:15]2[C:9]=1[CH:10]([Cl:4])[C:11](=[O:19])[NH:12]2. Reported procedure: To a precooled solution of ferric chloride (28.5 kg) in dichloromethane (340 1) at 0° C. was added acetyl chloride (9.2 kg) at such a rate that the reaction temperature did not exceed 5° C. The reaction mixture was stirred at between 0° and 5° C. for 15 minutes. To the mixture was added a pre-dryed solution of 2-(2'-bromoethyl)-β-nitrostyrene [12.88 kg (16.22 kg wet:water content 20.6%)]in dichloromethane (55 litres) at such a rate that the reaction temperature did not exceed 5° C. The reaction ... The reactants are O=C(O)CC(O)(CC(=O)O)C(=O)O, Cc1cc(C)nc(C)c1, Cc1c(Cc2ccc(OC(C)C)cc2)c(OC2OC(CO)C(O)C(O)C2O)nn1CC1CC1, CCOC(=O)Cl, O, O. Product: CCOC(=O)OCC1OC(Oc2nn(CC3CC3)c(C)c2Cc2ccc(OC(C)C)cc2)C(O)C(O)C1O. RXN SMILES: [C:41]([OH:42])(=[O:43])[CH2:44][C:45]([CH2:46][C:47]([OH:48])=[O:49])([C:50]([OH:51])=[O:52])[OH:53].[CH3:55][c:56]1[cH:57][c:58]([CH3:59])[cH:60][c:61]([CH3:62])[n:63]1.[CH:1]1([CH2:4][n:5]2[n:6][c:7]([O:22][CH:23]3[CH:24]([OH:25])[CH:26]([OH:27])[CH:28]([OH:29])[CH:30]([CH2:32][OH:33])[O:31]3)[c:8]([CH2:11][c:12]3[cH:13][cH:14][c:15]([O:18][CH:19]([CH3:20])[CH3:21])[cH:16][cH:17]3)[c:9]2[CH3:10])[CH2:2][CH2:3]1.[Cl:34][C:35](=[O:36])[O:37][CH2:38][CH3:39].[OH2:40].[OH2:54]>>[CH:1]1([CH2:4][n:5]2[n:6][c:7]([O:22][CH:23]3[CH:24]([OH:25])[CH:26]([OH:27])[CH:28]([OH:29])[CH:30]([CH2:32][O:33][C:35](=[O:36])[O:37][CH2:38][CH3:39])[O:31]3)[c:8]([CH2:11][c:12]3[cH:13][cH:14][c:15]([O:18][CH:19]([CH3:20])[CH3:21])[cH:16][cH:17]3)[c:9]2[CH3:10])[CH2:2][CH2:3]1. The reactants are CC=1NC2=C(N1)C=CC=C2 (2-methylbenzimidazole), Cl.ClCCN (2-chloroethylamine hydrochloride), [OH-].[Na+] (sodium hydroxide). The reagents and catalysts are S(=O)(=O)([O-])[O-].C(CCC)[N+](CCCC)(CCCC)CCCC.C(CCC)[N+](CCCC)(CCCC)CCCC (tetrabutylammonium sulfate). Run in C(C)#N (acetonitrile). The product is CC1=NC2=C(N1CCN)C=CC=C2 ([2-(2-methyl-1H-benzimidazol-1-yl)ethyl]amine). Yield: 54.5%. RXN SMILES: [CH3:1][C:2]1[NH:3][C:4]2[CH:10]=[CH:9][CH:8]=[CH:7][C:5]=2[N:6]=1.Cl.Cl[CH2:13][CH2:14][NH2:15].[OH-].[Na+]>S([O-])([O-])(=O)=O.C([N+](CCCC)(CCCC)CCCC)CCC.C([N+](CCCC)(CCCC)CCCC)CCC.C(#N)C>[CH3:1][C:2]1[N:6]([CH2:13][CH2:14][NH2:15])[C:5]2[CH:7]=[CH:8][CH:9]=[CH:10][C:4]=2[N:3]=1 |f:1.2,3.4,5.6.7|. Procedure details: A mixture of 2-methylbenzimidazole (4.93 g, 37.3 mmol), 2-chloroethylamine hydrochloride (4.67 g, 40.3 mmol), tetrabutylammonium sulfate (0.51 g, 1.5 mmol), sodium hydroxide (5.37 g, 134.2 mmol) and acetonitrile (80 mL) are stirred at reflux for 48 hrs. The resulting mixture is cooled to room temperature, filtered and concentrated in vacuo. The residue is purified by flash column chromatography (silica gel) using 1-3% MeOH—CH2Cl2 saturated with ammonium hydroxide as eluent to afford the title co... Reactants: COC1=CC=C(CN(C2=NC=C(C=N2)C=2C3=C(N=C(N2)N2CCOCC2)N(CC3)C3=CC=C(C(=O)O)C=C3)CC3=CC=C(C=C3)OC)C=C1 (4-(4-{2-[bis-(4-methoxy-benzyl)-amino]-pyrimidin-5-yl}-2-morpholin-4-yl-5,6-dihydro-pyrrolo[2,3-d]pyrimidin-7-yl)-benzoic acid), C(C)N1CCNCC1 (N-ethylpiperazine). Product: COC1=CC=C(CN(C2=NC=C(C=N2)C=2C3=C(N=C(N2)N2CCOCC2)N(CC3)C3=CC=C(C=C3)C(=O)N3CCN(CC3)CC)CC3=CC=C(C=C3)OC)C=C1 ({4-[4-{2-[bis-(4-methoxy-benzyl)-amino]-pyrimidin-5-yl}-2-morpholin-4-yl-5,6-dihydro-pyrrolo[2,3-d]pyrimidin-7-yl]-phenyl}-(4-ethyl-piperazin-1-yl)-methanone). Isolated yield 67.2%. Reaction SMILES: [CH3:1][O:2][C:3]1[CH:49]=[CH:48][C:6]([CH2:7][N:8]([CH2:39][C:40]2[CH:45]=[CH:44][C:43]([O:46][CH3:47])=[CH:42][CH:41]=2)[C:9]2[N:14]=[CH:13][C:12]([C:15]3[C:16]4[CH2:29][CH2:28][N:27]([C:30]5[CH:38]=[CH:37][C:33]([C:34]([OH:36])=O)=[CH:32][CH:31]=5)[C:17]=4[N:18]=[C:19]([N:21]4[CH2:26][CH2:25][O:24][CH2:23][CH2:22]4)[N:20]=3)=[CH:11][N:10]=2)=[CH:5][CH:4]=1.[CH2:50]([N:52]1[CH2:57][CH2:56][NH:55][CH2:54][CH2:53]1)[CH3:51]>>[CH3:47][O:46][C:43]1[CH:42]=[CH:41][C:40]([CH2:39][N:8]([CH2:7][C:6]2[CH:48]=[CH:49][C:3]([O:2][CH3:1])=[CH:4][CH:5]=2)[C:9]2[N:10]=[CH:11][C:12]([C:15]3[C:16]4[CH2:29][CH2:28][N:27]([C:30]5[CH:31]=[CH:32][C:33]([C:34]([N:55]6[CH2:56][CH2:57][N:52]([CH2:50][CH3:51])[CH2:53][CH2:54]6)=[O:36])=[CH:37][CH:38]=5)[C:17]=4[N:18]=[C:19]([N:21]4[CH2:22][CH2:23][O:24][CH2:25][CH2:26]4)[N:20]=3)=[CH:13][N:14]=2)=[CH:45][CH:44]=1. Reported procedure: Using 4-(4-{2-[bis-(4-methoxy-benzyl)-amino]-pyrimidin-5-yl}-2-morpholin-4-yl-5,6-dihydro-pyrrolo[2,3-d]pyrimidin-7-yl)-benzoic acid (48.0 mg, 0.0728 mmol) obtained in Step A in Example 1-D-19 and N-ethylpiperazine (37.0 μl, 0.291 mmol) instead of 3-(aminomethyl)pyridine, in the same manner as Step B in Example 1-D-19, amidation was carried out, to obtain a crude product of {4-[4-{2-[bis-(4-methoxy-benzyl)-amino]-pyrimidin-5-yl}-2-morpholin-4-yl-5,6-dihydro-pyrrolo[2,3-d]pyrimidin-7-yl]-phenyl}-...